This data is from the Open Reaction Database (ORD), a public repository of structured organic reaction records. The task is: describe an organic reaction: reactants, conditions, products, and yield Reactants: BrCC=1OC(=CC1C(=O)OC)C1=CC=C(C=C1)C(F)(F)F (Methyl 2-bromomethyl-5-[4-(trifluoromethyl)phenyl]-3-furoate), BrCC=1OC(=CC1C(=O)OC)C1=CC=C(C=C1)C(F)(F)F (Methyl 2-bromomethyl-5-[4-(trifluoromethyl)phenyl]-3-furoate), C1(=CC=CC=C1)P(C1=CC=CC=C1)C1=CC=CC=C1 (triphenylphosphine). Solvent: C1(=CC=CC=C1)C (toluene). Product: [Br-].COC(=O)C1=C(OC(=C1)C1=CC=C(C=C1)C(F)(F)F)C[P+](C1=CC=CC=C1)(C1=CC=CC=C1)C1=CC=CC=C1 (({3-(methoxycarbonyl)-5-[4-(trifluoromethyl)phenyl]-2-furyl}methyl)(triphenyl)phosphonium bromide). RXN SMILES: [Br:1][CH2:2][C:3]1[O:4][C:5]([C:12]2[CH:17]=[CH:16][C:15]([C:18]([F:21])([F:20])[F:19])=[CH:14][CH:13]=2)=[CH:6][C:7]=1[C:8]([O:10][CH3:11])=[O:9].[C:22]1([P:28]([C:35]2[CH:40]=[CH:39][CH:38]=[CH:37][CH:36]=2)[C:29]2[CH:34]=[CH:33][CH:32]=[CH:31][CH:30]=2)[CH:27]=[CH:26][CH:25]=[CH:24][CH:23]=1>C1(C)C=CC=CC=1>[Br-:1].[CH3:11][O:10][C:8]([C:7]1[CH:6]=[C:5]([C:12]2[CH:17]=[CH:16][C:15]([C:18]([F:21])([F:20])[F:19])=[CH:14][CH:13]=2)[O:4][C:3]=1[CH2:2][P+:28]([C:29]1[CH:30]=[CH:31][CH:32]=[CH:33][CH:34]=1)([C:35]1[CH:40]=[CH:39][CH:38]=[CH:37][CH:36]=1)[C:22]1[CH:23]=[CH:24][CH:25]=[CH:26][CH:27]=1)=[O:9] |f:3.4|. Reported procedure: Methyl 2-bromomethyl-5-[4-(trifluoromethyl)phenyl]-3-furoate (intermediate 44, 0.20 g) was dissolved in toluene (3 ml) treated with triphenylphosphine (0.159 g) and heated to reflux for 1 hour. The reaction was allowed to cool and the white precipitate was collected by filtration, washed with fresh toluene to give the title compound as a white powder. The reactants are C(CCC)[Li] (n-Butyllithium), ClC1=CC(=NC=C1)N (4-chloropyridin-2-amine), C1(CC1)C=1C=NC=C(C#N)C1 (5-cyclopropylnicotinonitrile). The solvent is O1CCCC1 (tetrahydrofuran), O1CCCC1 (tetrahydrofuran). Run at temperature -40 celsius, time 15 minute. Yields the product ClC1=CC(=NC=C1)NC(C1=CN=CC(=C1)C1CC1)=N (N-(4-chloropyridin-2-yl)-5-cyclopropylnicotinimidamide). Reaction SMILES: C([Li])CCC.[Cl:6][C:7]1[CH:12]=[CH:11][N:10]=[C:9]([NH2:13])[CH:8]=1.[CH:14]1([C:17]2[CH:18]=[N:19][CH:20]=[C:21]([CH:24]=2)[C:22]#[N:23])[CH2:16][CH2:15]1>O1CCCC1>[Cl:6][C:7]1[CH:12]=[CH:11][N:10]=[C:9]([NH:13][C:22](=[NH:23])[C:21]2[CH:24]=[C:17]([CH:14]3[CH2:16][CH2:15]3)[CH:18]=[N:19][CH:20]=2)[CH:8]=1. Reported procedure: n-Butyllithium (1.6 M, 2.2 mL, 0.0034 mol) was added slowly for a period of 5 min to a solution of 4-chloropyridin-2-amine (0.4 g, 0.0031 mol) in anhydrous tetrahydrofuran (20 mL) at −78° C. The reaction temperature was raised to −40° C. and stirred for 15 min. The reaction mixture was cooled to −78° C. and 5-cyclopropylnicotinonitrile (0.45 g, 0.0031 mol) in tetrahydrofuran (5 mL) was added. The temperature was raised to RT and stirred it for 3 h. The reaction mixture was quenched with a satura... Reactants: C(C)(=O)OC(C)=O (acetic anhydride), [N+](=O)([O-])C1=CC=CC=2NCCNCC21 (6-Nitro-2,3,4,5-tetrahydro-1H-benzo[e][1,4]diazepine), O (water). The solvent is ClCCl (dichloromethane). Conditions: time 8 hour. Yields the product [N+](=O)([O-])C1=CC=CC=2NCCN(CC21)C(C)=O (1-(6-Nitro-1,2,3,5-tetrahydro-benzo[e][1,4]diazepin-4-yl)-ethanone). Yield: 68.9%. RXN SMILES: [N+:1]([C:4]1[C:14]2[CH2:13][NH:12][CH2:11][CH2:10][NH:9][C:8]=2[CH:7]=[CH:6][CH:5]=1)([O-:3])=[O:2].[C:15](OC(=O)C)(=[O:17])[CH3:16].O>ClCCl>[N+:1]([C:4]1[C:14]2[CH2:13][N:12]([C:15](=[O:17])[CH3:16])[CH2:11][CH2:10][NH:9][C:8]=2[CH:7]=[CH:6][CH:5]=1)([O-:3])=[O:2]. Procedure: 6-Nitro-2,3,4,5-tetrahydro-1H-benzo[e][1,4]diazepine (140 mg, 0.74 mmol) was dissolved in dichloromethane (5 mL) and the mixture was treated with acetic anhydride (0.16 mL, 1.68 mmol). The reaction was then allowed to stir overnight at room temperature. The reaction mixture was then poured over water (10 mL) and organics were extracted with dichloromethane (3×10 mL). Combined organics were dried over Na2SO4, filtered and reduced. The crude product was then isolated and purified by flash column c...